Dataset: the Open Reaction Database (ORD), a public repository of structured organic reaction records. Task: describe an organic reaction: reactants, conditions, products, and yield Reactants: O=C1C=C2c3ccc4nn(Cc5ccccc5)cc4c3CC23CCC1C3, CN(C)C=O, O=C1CCC(=O)N1Cl. The product is O=C1C(Cl)=C2c3ccc4nn(Cc5ccccc5)cc4c3CC23CCC1C3. As a reaction SMILES: [CH2:1]([c:2]1[cH:3][cH:4][cH:5][cH:6][cH:7]1)[n:8]1[n:9][c:10]2[cH:11][cH:12][c:13]3[c:14]([c:15]2[cH:16]1)[CH2:17][C:18]12[CH2:19][CH2:20][CH:21]([C:22](=[O:25])[CH:23]=[C:24]31)[CH2:26]2.[CH3:35][N:36]([CH3:37])[CH:38]=[O:39].[Cl:27][N:28]1[C:29](=[O:30])[CH2:31][CH2:32][C:33]1=[O:34]>>[CH2:1]([c:2]1[cH:3][cH:4][cH:5][cH:6][cH:7]1)[n:8]1[n:9][c:10]2[cH:11][cH:12][c:13]3[c:14]([c:15]2[cH:16]1)[CH2:17][C:18]12[CH2:19][CH2:20][CH:21]([C:22](=[O:25])[C:23]([Cl:27])=[C:24]31)[CH2:26]2. The reactants are CO, ClCCl, Cl, CC(NC(=O)Cc1cc(F)cc(F)c1)C(=O)O, COCC(N)C(=O)OC. Yields the product COCC(NC(=O)C(C)NC(=O)Cc1cc(F)cc(F)c1)C(=O)OC. Reaction SMILES: [CH3:28][OH:29].[Cl:30][CH2:31][Cl:32].[ClH:18].[F:1][c:2]1[cH:3][c:4]([CH2:9][C:10](=[O:11])[NH:12][CH:13]([CH3:14])[C:15](=[O:16])[OH:17])[cH:5][c:6]([F:8])[cH:7]1.[NH2:19][CH:20]([C:21](=[O:22])[O:23][CH3:24])[CH2:25][O:26][CH3:27]>>[F:1][c:2]1[cH:3][c:4]([CH2:9][C:10](=[O:11])[NH:12][CH:13]([CH3:14])[C:15](=[O:17])[NH:19][CH:20]([C:21](=[O:22])[O:23][CH3:24])[CH2:25][O:26][CH3:27])[cH:5][c:6]([F:8])[cH:7]1. Reactants: C(C1=CC=CC=C1)OCC(CC)O (1-benzyloxy-2-butanol), ice water, C1(=CC=C(C=C1)S(=O)(=O)OC(COCC1=CC=CC=C1)CC)C (1-benzyloxy-2-butanol p-toluenesulfonate), C1(=CC=C(C=C1)S(=O)(=O)Cl)C (p-toluenesulfonyl chloride), ice water. Solvent: N1=CC=CC=C1 (pyridine). Conditions: time 18 hour. Yields the product C(C1=CC=CC=C1)OCC(CC)O.CC=1C=CC(=CC1)S(=O)(=O)O (1-Benzyloxy-2-butanol p-toluenesulfonate). As a reaction SMILES: [CH2:1]([O:8][CH2:9][CH:10]([OH:13])[CH2:11][CH3:12])[C:2]1[CH:7]=[CH:6][CH:5]=[CH:4][CH:3]=1.C1(C)C=CC(S(Cl)(=O)=O)=CC=1.[C:25]1([CH3:47])[CH:30]=[CH:29][C:28]([S:31]([O:34]C(CC)COCC2C=CC=CC=2)(=[O:33])=[O:32])=[CH:27][CH:26]=1>N1C=CC=CC=1>[CH2:1]([O:8][CH2:9][CH:10]([OH:13])[CH2:11][CH3:12])[C:2]1[CH:7]=[CH:6][CH:5]=[CH:4][CH:3]=1.[CH3:47][C:25]1[CH:30]=[CH:29][C:28]([S:31]([OH:34])(=[O:33])=[O:32])=[CH:27][CH:26]=1 |f:4.5|. Reported procedure: To a solution of 1,000 g. (5.45 mole) of 1-benzyloxy-2-butanol in 2,000 ml. of pyridine, 1,170 g. (6.04 mole) of p-toluenesulfonyl chloride is added in small portions for a period of about 30 minutes at room temperature. During the addition the temperature raises, but it is kept at the room values by cooling the reaction mixture by an external circulation of ice-water; then the solution is vigorously stirred always at room temperature for about 16-20 hours. After cooling to 0°C, the solution is ... Starting materials: [Li]CCCC (n-BuLi), C(C)C1=CC=C(C=C1)C1=CC(=C(C=C1)C=1[Se]C=CC1)F (2-(4′-ethyl-3-fluorobiphenyl-4-yl)selenophene), C(=O)N1CCOCC1 (N-formylmorpholine). Run in C1CCOC1 (THF), C1CCOC1 (THF), ClCCl (dichloromethane), Cl (hydrochloric acid). Conditions: time 30 minute. The product is C(C)C1=CC=C(C=C1)C1=CC(=C(C=C1)C1=CC=C([Se]1)C=O)F (5-(4′-Ethyl-3-fluorobiphenyl-4-yl)selenophene-2-carbaldehyde). As a reaction SMILES: [Li]CCCC.[CH2:6]([C:8]1[CH:13]=[CH:12][C:11]([C:14]2[CH:19]=[CH:18][C:17]([C:20]3[Se:21][CH:22]=[CH:23][CH:24]=3)=[C:16]([F:25])[CH:15]=2)=[CH:10][CH:9]=1)[CH3:7].[CH:26](N1CCOCC1)=[O:27]>C1COCC1.ClCCl.Cl>[CH2:6]([C:8]1[CH:9]=[CH:10][C:11]([C:14]2[CH:19]=[CH:18][C:17]([C:20]3[Se:21][C:22]([CH:26]=[O:27])=[CH:23][CH:24]=3)=[C:16]([F:25])[CH:15]=2)=[CH:12][CH:13]=1)[CH3:7]. Reported procedure: 27.5 ml (0.16 mol) of TMP are initially introduced at −20° C. in 100 ml of THF, and 100 ml (0.16 mol, 15% soln. in hexane) of n-BuLi are metered in. After 30 min at this temperature, a solution of 50.2 g (0.15 mol) of 2-(4′-ethyl-3-fluorobiphenyl-4-yl)selenophene in 400 ml of THF is added. When the addition is complete, the batch is warmed to RT and left at this temperature for 30 min. The solution is cooled to −70° C., and 17.0 ml (0.17 mol) of N-formylmorpholine are added. The reaction mixture... Yields the product OCCNC(OCC1=CC=CC=C1)=O (benzyl N-(2-hydroxy-ethyl)-carbamate). Starting materials: NCCO (2-aminoethanol), ClC(=O)OCC1=CC=CC=C1 (benzyl chloroformate), [OH-].[Na+] (sodium hydroxide). Procedure details: It has already been disclosed that alkyl N-(hydroxy-alkyl)-carbamates can be obtained by reacting amino alcohols with chloroformates. This reaction is customarily carried out in an inert organic solvent in the presence of an acid acceptor at temperatures from -20° C. to +20° C. Examples which may be mentioned are the reaction of 2-methylamino-ethanol with benzyl chloroformate and triethylamine in chloroform at 20° C. (DE-A 3,239,390), of 2-(2-hydroxyethyl)-piperidine with butyl chloroformate and... As a reaction SMILES: [NH2:1][CH2:2][CH2:3][OH:4].Cl[C:6]([O:8][CH2:9][C:10]1[CH:15]=[CH:14][CH:13]=[CH:12][CH:11]=1)=[O:7].[OH-].[Na+]>>[OH:4][CH2:3][CH2:2][NH:1][C:6](=[O:7])[O:8][CH2:9][C:10]1[CH:15]=[CH:14][CH:13]=[CH:12][CH:11]=1 |f:2.3|. The reactants are CSc1nc(N2CCOCC2)c2sc(CN3CCN(S(C)(=O)=O)CC3)cc2n1, CCCC[Sn](CCCC)(CCCC)c1cnc(N)nc1OC, COCCOC, CCOC(C)=O, CSC, [Cu]Br, c1ccc(P(c2ccccc2)(c2ccccc2)[Pd](P(c2ccccc2)(c2ccccc2)c2ccccc2)(P(c2ccccc2)(c2ccccc2)c2ccccc2)P(c2ccccc2)(c2ccccc2)c2ccccc2)cc1. Yields the product COc1nc(N)ncc1-c1nc(N2CCOCC2)c2sc(CN3CCN(S(C)(=O)=O)CC3)cc2n1. As a reaction SMILES: [CH3:1][S:2](=[O:3])(=[O:4])[N:5]1[CH2:6][CH2:7][N:8]([CH2:11][c:12]2[cH:13][c:14]3[n:15][c:16]([S:27][CH3:28])[n:17][c:18]([N:21]4[CH2:22][CH2:23][O:24][CH2:25][CH2:26]4)[c:19]3[s:20]2)[CH2:9][CH2:10]1.[CH3:29][O:30][c:31]1[n:32][c:33]([NH2:50])[n:34][cH:35][c:36]1[Sn:37]([CH2:38][CH2:39][CH2:40][CH3:41])([CH2:42][CH2:43][CH2:44][CH3:45])[CH2:46][CH2:47][CH2:48][CH3:49].[CH3:51][O:52][CH2:53][CH2:54][O:55][CH3:56].[CH3:57][CH2:58][O:59][C:60](=[O:61])[CH3:62].[CH3:63][S:64][CH3:65].[Cu:66][Br:67].[cH:68]1[cH:69][cH:70][c:71]([P:72]([Pd:73]([P:74]([c:75]2[cH:76][cH:77][cH:78][cH:79][cH:80]2)([c:81]2[cH:82][cH:83][cH:84][cH:85][cH:86]2)[c:87]2[cH:88][cH:89][cH:90][cH:91][cH:92]2)([P:93]([c:94]2[cH:95][cH:96][cH:97][cH:98][cH:99]2)([c:100]2[cH:101][cH:102][cH:103][cH:104][cH:105]2)[c:106]2[cH:107][cH:108][cH:109][cH:110][cH:111]2)[P:112]([c:113]2[cH:114][cH:115][cH:116][cH:117][cH:118]2)([c:119]2[cH:120][cH:121][cH:122][cH:123][cH:124]2)[c:125]2[cH:126][cH:127][cH:128][cH:129][cH:130]2)([c:131]2[cH:132][cH:133][cH:134][cH:135][cH:136]2)[c:137]2[cH:138][cH:139][cH:140][cH:141][cH:142]2)[cH:143][cH:144]1>>[CH3:1][S:2](=[O:3])(=[O:4])[N:5]1[CH2:6][CH2:7][N:8]([CH2:11][c:12]2[cH:13][c:14]3[n:15][c:16](-[c:36]4[c:31]([O:30][CH3:29])[n:32][c:33]([NH2:50])[n:34][cH:35]4)[n:17][c:18]([N:21]4[CH2:22][CH2:23][O:24][CH2:25][CH2:26]4)[c:19]3[s:20]2)[CH2:9][CH2:10]1. Reactants: CCOC(=O)Nc1ccc(C2CCN(C(=O)OC(C)(C)C)CC2)cc1, COCC1COC(=O)O1, c1ccncc1. Product: COCC1CN(c2ccc(C3CCN(C(=O)OC(C)(C)C)CC3)cc2)C(=O)O1. Reaction SMILES: [CH2:1]([O:2][C:3](=[O:4])[NH:6][c:7]1[cH:8][cH:9][c:10]([CH:13]2[CH2:14][CH2:15][N:16]([C:19](=[O:20])[O:21][C:22]([CH3:23])([CH3:24])[CH3:25])[CH2:17][CH2:18]2)[cH:11][cH:12]1)[CH3:5].[CH3:26][O:27][CH2:28][CH:29]1[O:30][C:31](=[O:34])[O:32][CH2:33]1.[cH:35]1[cH:36][cH:37][n:38][cH:39][cH:40]1>>[N:6]1([c:7]2[cH:8][cH:9][c:10]([CH:13]3[CH2:14][CH2:15][N:16]([C:19](=[O:20])[O:21][C:22]([CH3:23])([CH3:24])[CH3:25])[CH2:17][CH2:18]3)[cH:11][cH:12]2)[C:31](=[O:34])[O:30][CH:29]([CH2:28][O:27][CH3:26])[CH2:33]1. The reactants are Cl (HCl), 3-(4-biphenyl-4-yl)glutaric acid, C1(=CC=C(C=C1)C=O)C1=CC=CC=C1 (4-biphenylcarboxaldehyde), C(CC(=O)C)(=O)OCC (ethyl acetoacetate), [OH-].[Na+] (NaOH). The solvent is ClCCl (dichloromethane), C(C)(=O)Cl (acetyl chloride), C(C)O (ethanol). Run at time 8 hour. Product: C1(=CC=C(C=C1)C1CC(=O)OC(C1)=O)C1=CC=CC=C1 (3-(biphenyl-4-yl)glutaric anhydride). Isolated yield 42.9%. As a reaction SMILES: [C:1]1([C:9]2[CH:14]=[CH:13][CH:12]=[CH:11][CH:10]=2)[CH:6]=[CH:5][C:4]([CH:7]=O)=[CH:3][CH:2]=1.[C:15]([O:21][CH2:22][CH3:23])(=[O:20])[CH2:16]C(C)=O.[OH-:24].[Na+].Cl>C(O)C.C(Cl)(=O)C.ClCCl>[C:1]1([C:9]2[CH:14]=[CH:13][CH:12]=[CH:11][CH:10]=2)[CH:6]=[CH:5][C:4]([CH:7]2[CH2:16][C:15](=[O:20])[O:21][C:22](=[O:24])[CH2:23]2)=[CH:3][CH:2]=1 |f:2.3|. Procedure details: To a solution of commercial 4-biphenylcarboxaldehyde (5.37 g) and ethyl acetoacetate (7.68 g) in ethanol (10 ml) piperidine (1 ml) was added with stirring at rt. The yellow solution was kept at rt overnight. The precipitate was collected by suction filtration and washed with ethanol. After drying in vacuo 10.2 g of a faint yellowish solid (the bis-adduct of acetoacetate to the aldehyde) was isolated. The finely divided solid was added in portions to 40% NaOH (120 g) with stirring. The resulting ... Reactants: CS(=O)C (dimethylsulfoxide), FC=1C=C(C#N)C=CC1 (3-fluorobenzonitrile), OC1CCNCC1 (4-hydroxypiperidine). Solvent: O (water). Reaction conditions: time 5 hour. The product is OC1CCN(CC1)C=1C=C(C#N)C=CC1 (3-(4-hydroxypiperidin-1-yl)benzonitrile). RXN SMILES: CS(C)=O.F[C:6]1[CH:7]=[C:8]([CH:11]=[CH:12][CH:13]=1)[C:9]#[N:10].[OH:14][CH:15]1[CH2:20][CH2:19][NH:18][CH2:17][CH2:16]1>O>[OH:14][CH:15]1[CH2:20][CH2:19][N:18]([C:6]2[CH:7]=[C:8]([CH:11]=[CH:12][CH:13]=2)[C:9]#[N:10])[CH2:17][CH2:16]1. Procedure details: A dimethylsulfoxide (30 mL) solution of 3-fluorobenzonitrile (9.73 g, 80.0 mmol) and 4-hydroxypiperidine (8.15 g, 81 mmol) was heated to 100° C. and stirred for 5 hours. The solution was cooled to room temperature and added dropwise to water (500 mL). The mixture was extracted with ethyl acetate (2×300 mL) and washed with water (2×200 mL), brine (200 mL), dried (magnesium sulfate) and concentrated in vacuo to afford the crude product. Chromatography over silica gel, eluting with hexanes/ethyl ac...